This data is from the Open Reaction Database (ORD), a public repository of structured organic reaction records. The task is: describe an organic reaction: reactants, conditions, products, and yield Starting materials: CC(=O)c1cc(-c2ccc(C)cc2)c(OCC(C)C)c(C(C)(C)C)c1, O=Cc1ccc(C(=O)O)cc1. The product is Cc1ccc(-c2cc(C(=O)C=Cc3ccc(C(=O)O)cc3)cc(C(C)(C)C)c2OCC(C)C)cc1. Reaction SMILES: [C:1]([CH3:2])([CH3:3])([CH3:4])[c:5]1[cH:6][c:7]([C:23]([CH3:24])=[O:25])[cH:8][c:9](-[c:16]2[cH:17][cH:18][c:19]([CH3:22])[cH:20][cH:21]2)[c:10]1[O:11][CH2:12][CH:13]([CH3:14])[CH3:15].[C:26](=[O:27])([OH:28])[c:29]1[cH:30][cH:31][c:32]([CH:33]=[O:34])[cH:35][cH:36]1>>[C:1]([CH3:2])([CH3:3])([CH3:4])[c:5]1[cH:6][c:7]([C:23]([CH:24]=[CH:33][c:32]2[cH:31][cH:30][c:29]([C:26](=[O:27])[OH:28])[cH:36][cH:35]2)=[O:25])[cH:8][c:9](-[c:16]2[cH:17][cH:18][c:19]([CH3:22])[cH:20][cH:21]2)[c:10]1[O:11][CH2:12][CH:13]([CH3:14])[CH3:15].